Dataset: the Open Reaction Database (ORD), a public repository of structured organic reaction records. Task: describe an organic reaction: reactants, conditions, products, and yield Starting materials: Cl (HCl), ClC1=CC=C(C=C1)C1=C(C=CC=C1)CN1C(C(NCC1)=O)CC(C)C (4-((4′-chlorobiphenyl-2-yl)methyl)-3-isobutylpiperazin-2-one), B.CSC (borane methyl sulfide), CO (Methanol). Solvent: O1CCOCC1 (dioxane), O1CCCC1 (tetrahydrofuran). Conditions: time 75 minute. The product is ClC1=CC=C(C=C1)C1=C(C=CC=C1)CN1C(CNCC1)CC(C)C (1-((4′-chlorobiphenyl-2-yl)methyl)-2-isobutylpiperazine). Reaction SMILES: [Cl:1][C:2]1[CH:7]=[CH:6][C:5]([C:8]2[CH:13]=[CH:12][CH:11]=[CH:10][C:9]=2[CH2:14][N:15]2[CH2:20][CH2:19][NH:18][C:17](=O)[CH:16]2[CH2:22][CH:23]([CH3:25])[CH3:24])=[CH:4][CH:3]=1.B.CSC.CO.Cl>O1CCCC1.O1CCOCC1>[Cl:1][C:2]1[CH:7]=[CH:6][C:5]([C:8]2[CH:13]=[CH:12][CH:11]=[CH:10][C:9]=2[CH2:14][N:15]2[CH2:20][CH2:19][NH:18][CH2:17][CH:16]2[CH2:22][CH:23]([CH3:25])[CH3:24])=[CH:4][CH:3]=1 |f:1.2|. Procedure details: To a solution of EXAMPLE 27D in tetrahydrofuran (3.6 mL) was added borane-methyl sulfide complex (10M in tetrahydrofuran) (0.24 mL). The reaction was heated under reflux for 16 hours, then cooled in an ice/water bath. Methanol (5 mL) was added carefully, and the mixture was stirred cold for 75 minutes. Then 4N HCl in dioxane (0.65 mL) was added and the reaction heated under reflux for 60 minutes. After cooling to room temperature, 1NNH4OH (2.6 mL) was added and the reaction was stirred for 15 mi... The reactants are [Cl-] (chloride), C1(=CC=CC=C1)P(C1=C(C2=CC=CC=C2C=C1)C1=C(C=CC2=CC=CC=C12)P(C1=CC=CC=C1)C1=CC=CC=C1)C1=CC=CC=C1 (racemic-2,2′-bis(diphenylphosphino)-1,1′-binaphthyl), C(#N)C1=CC=C(C=C1)B(O)O (4-cyanophenylboronic acid), CC1CCC=CC1=O (6-methylcyclohex-2-en-1-one), C([O-])([O-])=O.[K+].[K+] (potassium carbonate). Solvent: O1CCCC1 (tetrahydrofuran), C(C)(C)O (isopropyl alcohol). Conditions: time 30 minute. The product is C[C@@H]1C(C[C@H](CC1)C1=CC=C(C#N)C=C1)=O ((trans)-4-(4-methyl-3-oxo-cyclohexyl)benzonitrile), C[C@H]1C(C[C@H](CC1)C1=CC=C(C#N)C=C1)=O ((cis)-4-(4-methyl-3-oxo-cyclohexyl)benzonitrile). Yield: 22.0%. Reaction SMILES: [Cl-].C1(P(C2C=CC=CC=2)C2C=CC3C(=CC=CC=3)C=2C2C3C(=CC=CC=3)C=CC=2P(C2C=CC=CC=2)C2C=CC=CC=2)C=CC=CC=1.[C:48]([C:50]1[CH:55]=[CH:54][C:53](B(O)O)=[CH:52][CH:51]=1)#[N:49].[CH3:59][CH:60]1[C:65](=[O:66])[CH:64]=[CH:63][CH2:62][CH2:61]1.C(=O)([O-])[O-].[K+].[K+]>C(O)(C)C.O1CCCC1>[CH3:59][C@H:60]1[CH2:61][CH2:62][C@H:63]([C:53]2[CH:54]=[CH:55][C:50]([C:48]#[N:49])=[CH:51][CH:52]=2)[CH2:64][C:65]1=[O:66].[CH3:59][C@@H:60]1[CH2:61][CH2:62][C@H:63]([C:53]2[CH:54]=[CH:55][C:50]([C:48]#[N:49])=[CH:51][CH:52]=2)[CH2:64][C:65]1=[O:66] |f:4.5.6|. Procedure: Bis(1,5-cyclooctadienerhodium chloride) (0.06 g, 0.12 mmol), racemic-2,2′-bis(diphenylphosphino)-1,1′-binaphthyl (0.18 g, 0.29 mmol) are added to tetrahydrofuran (40 mL) and the mixture is stirred under a nitrogen atmosphere for 30 minutes. This solution is added to a mixture of 4-cyanophenylboronic acid (2.31 g, 15.69 mmol), 6-methylcyclohex-2-en-1-one (Journal of Organic Chemistry, 1980 45(10), 1852-1863) (1.28 g, 11.62 mmol), potassium carbonate (2.19 g, 15.69 mmol), and isopropyl alcohol (1.... Reactants: COC(COC1=CC(=C(C=C1)F)N)=O ((3-amino-4-fluorophenoxy)acetic acid methyl ester), COC(C(C(CC)=O)CC1=CC=C(C=C1)S(=O)(=O)N1CCOCC1)=O (2-[4-(morpholine-4-sulfonyl)benzyl]-3-oxopentanoic acid methyl ester), polyphosphoric acid, O1CCOCC1 (dioxane). The solvent is O (water). Reaction conditions: temperature 130 celsius. Yields the product COC(COC1=C2C(C(=C(NC2=C(C=C1)F)CC)CC1=CC=C(C=C1)S(=O)(=O)N1CCOCC1)=O)=O ({2-ethyl-8-fluoro-3-[4-(morpholine-4-sulfonyl)benzyl]-4-oxo-1,4-dihydroquinolin-5-yloxy}acetic Acid Methyl Ester). Reaction SMILES: [CH3:1][O:2][C:3](=[O:14])[CH2:4][O:5][C:6]1[CH:11]=[CH:10][C:9]([F:12])=[C:8]([NH2:13])[CH:7]=1.C[O:16][C:17](=O)[CH:18]([CH2:23][C:24]1[CH:29]=[CH:28][C:27]([S:30]([N:33]2[CH2:38][CH2:37][O:36][CH2:35][CH2:34]2)(=[O:32])=[O:31])=[CH:26][CH:25]=1)[C:19](=O)[CH2:20][CH3:21].O1CCOCC1>O>[CH3:1][O:2][C:3](=[O:14])[CH2:4][O:5][C:6]1[CH:11]=[CH:10][C:9]([F:12])=[C:8]2[C:7]=1[C:17](=[O:16])[C:18]([CH2:23][C:24]1[CH:25]=[CH:26][C:27]([S:30]([N:33]3[CH2:38][CH2:37][O:36][CH2:35][CH2:34]3)(=[O:32])=[O:31])=[CH:28][CH:29]=1)=[C:19]([CH2:20][CH3:21])[NH:13]2. Reported procedure: A mixture of (3-amino-4-fluorophenoxy)acetic acid methyl ester (0.22 g), 2-[4-(morpholine-4-sulfonyl)benzyl]-3-oxopentanoic acid methyl ester (0.41 g), polyphosphoric acid (1 g) and dioxane (20 mL) was heated at 130° C. for 18 hours. The mixture was cooled to room temperature, diluted with water and extracted with ethyl acetate. The combined extracts were dried over magnesium sulfate and the solvent removed under reduced pressure. The residue was purified by column chromatography on silica gel, ... Starting materials: N1C(CCC1)=O (2-pyrrolidone), aqueous solution, F[B-](F)(F)F.[H+] (tetrafluoroboric acid). Run in O (water), O (water). The product is F[B-](F)(F)F.[NH2+]1C(CCC1)=O (2-Pyrrolidonium Tetrafluoroborate). RXN SMILES: [NH:1]1[CH2:5][CH2:4][CH2:3][C:2]1=[O:6].[F:7][B-:8]([F:11])([F:10])[F:9].[H+]>O>[F:7][B-:8]([F:11])([F:10])[F:9].[NH2+:1]1[CH2:5][CH2:4][CH2:3][C:2]1=[O:6] |f:1.2,4.5|. Reported procedure: To a 100 ml flask containing 8.51 g of 2-pyrrolidone (0.1 mol), 30 ml water was added and stirred for dissolution. Then 21.95 g 40% aqueous solution of tetrafluoroboric acid (0.1 mol) was added dropwise into the flask over 20 min at room temperature. Then the reaction was stirred for another 1 hour. Desired product was formed after water was removed under reduced pressure and then dried at 110° C. under 1–5 mmHg for 1 hour. The brown viscous, moisture- and water-stable liquid of 2-pyrrolidonium ... The reactants are ( 6 ), ( 7 ), CO (methanol), CO (methanol), ( 5 ), ( 4 ), O (water), ( 2 ), C[C@@H](C(=O)O)O (Purac), ( 3 ). The product is C(C(O)C)(=O)OC (methyl lactate), C([C@@H](O)C)(=O)O (L-(+)-lactic acid). As a reaction SMILES: O.[CH3:2][C@H:3]([OH:7])[C:4]([OH:6])=[O:5].[CH3:8]O>>[C:4]([O:6][CH3:8])(=[O:5])[CH:3]([CH3:2])[OH:7].[C:4]([OH:6])(=[O:5])[C@H:3]([CH3:2])[OH:7]. Procedure details: 2500 g of highly pure S-(−)-methyl lactate from reservoir (1), having purity 99.81% by on GC analysis as methyl lactate, obtained by reactive distillation of lactic acid and methanol followed by fractional distillation to isolate pure methyl lactate, was charged to the glass lined stirred reactor (4), having capacity of 10 L and was further charged with 2500 g of distilled water (De-ionized, glass distilled) from reservoir (2), along with 500 g of Purac Inc, USA make pure lactic (90% by wt on HP... Reactants: COc1ccccn1 (substrate), Cc1cc(C)c([Mg]Br)c(C)c1 (effective_coupling_partner). Reagents/catalysts: c7ccc(c6cc(c1ccccc1)n(c2ccccc2NC(c3ccccc3)P(C4CCCCC4)C5CCCCC5)n6)cc7. Conditions: temperature 90 celsius, time 16 hour. The product is Cc1cc(C)c(c2ncccc2)c(C)c1. Starting materials: [H-].[Na+] (NaH), ClC=1C2=C(N=C(N1)C(F)(F)F)C=CS2 (4-chloro-2-trifluoromethylthieno[3,2-d]pyrimidine), O (water), C1(=CC=CC=C1)CC#N (phenylacetonitrile). The solvent is CN(C)C=O (DMF), C1(=CC=CC=C1)C (toluene), CN(C)C=O (DMF). Run at time 10 minute. The product is C1(=CC=CC=C1)C(C#N)C=1C2=C(N=C(N1)C(F)(F)F)C=CS2 (α-Phenyl-2-trifluoromethylthieno[3,2-d]pyrimidine-4-acetonitrile). Isolated yield 22.9%. As a reaction SMILES: [H-].[Na+].[C:3]1([CH2:9][C:10]#[N:11])[CH:8]=[CH:7][CH:6]=[CH:5][CH:4]=1.Cl[C:13]1[C:14]2[S:25][CH:24]=[CH:23][C:15]=2[N:16]=[C:17]([C:19]([F:22])([F:21])[F:20])[N:18]=1.O>CN(C=O)C.C1(C)C=CC=CC=1>[C:3]1([CH:9]([C:13]2[C:14]3[S:25][CH:24]=[CH:23][C:15]=3[N:16]=[C:17]([C:19]([F:21])([F:22])[F:20])[N:18]=2)[C:10]#[N:11])[CH:8]=[CH:7][CH:6]=[CH:5][CH:4]=1 |f:0.1|. Procedure: A suspension of NaH (60% dispersion in oil, 60 mg, 1.5 mmol) in DMF (5 mL) and toluene (15 mL) at room temperature was treated with phenylacetonitrile (0.16 g, 1.37 mmol), stirred for 10 min, treated with a solution of 4-chloro-2-trifluoromethylthieno[3,2-d]pyrimidine (0.3 g, 126 mmol) in DMF (2 mL), stirred for 15 min, treated with water (5 mL) and the phases separated. The aqueous phase was extracted with EtOAc (2×50 mL), the combined organic phase washed with water (3×10 mL), brine (10 mL), d... The reactants are [OH-].[Na+] (NaOH), C(C=C)OC(C1=C(C=CC=C1)C=1C2=CC=C(C=C2OC2=CC(C=CC12)=O)OCC=C)=O (2-[3-Oxo-6-(2-propenyloxy)-3H-xanthen-9-yl]-benzoic acid 2-propenyl ester). Run in CO (methanol). Conditions: time 2 hour. The product is OC=1C=CC=2C3(C4=CC=C(C=C4OC2C1)OCC=C)OC(C1=CC=CC=C13)=O (3′-Hydroxy-6′-(2-propenyloxy)-spiro[isobenzofuran-1(3H), 9′-[9H]xanthen]-3-one). Isolated yield 63.7%. RXN SMILES: [OH-].[Na+].C([O:6][C:7](=[O:33])[C:8]1[CH:13]=[CH:12][CH:11]=[CH:10][C:9]=1[C:14]1[C:15]2[C:20]([O:21][C:22]3[C:27]=1[CH:26]=[CH:25][C:24](=[O:28])[CH:23]=3)=[CH:19][C:18]([O:29][CH2:30][CH:31]=[CH2:32])=[CH:17][CH:16]=2)C=C>CO>[OH:28][C:24]1[CH:25]=[CH:26][C:27]2[C:14]3([C:9]4[C:8](=[CH:13][CH:12]=[CH:11][CH:10]=4)[C:7](=[O:6])[O:33]3)[C:15]3[C:20]([O:21][C:22]=2[CH:23]=1)=[CH:19][C:18]([O:29][CH2:30][CH:31]=[CH2:32])=[CH:17][CH:16]=3 |f:0.1|. Reported procedure: NaOH (20 mL, 1.0 M, 20.0 mmol) was added to a solution of 17 (0.40 g, 0.97 mmol) in methanol (60 mL). The resulting mixture was stirred for 2 h at room temperature. The mixture was concentrated, diluted with ethyl acetate, washed with 10% NaHCO3, brine, dried with anhydrous Na2SO4, and evaporated. The residue was purified by column chromatography (ethyl acetate/hexane=1:1) to give 18 as a yellow solid (0.23 g, 65%). TLC (ethyl acetate/hexane, 3:1): Rf=0.6. mp 204° C. 1H NMR (CDCl3/CD3OD, 500 MHz... Reactants: ClC1=C2C(=NC=C1C(CC)O)N(C=C2)COCC[Si](C)(C)C (1-(4-Chloro-1-{[2-(trimethylsilyl)ethoxy]methyl}-1H-pyrrolo[2,3-b]pyridin-5-yl)propan-1-ol). Reagents/catalysts: [O-2].[O-2].[Mn+4] (manganese dioxide). The solvent is COCCOC (1,2-dimethoxyethane). Reaction conditions: time 3 hour. Product: ClC1=C2C(=NC=C1C(CC)=O)N(C=C2)COCC[Si](C)(C)C (1-(4-Chloro-1-{[2-(trimethylsilyl)ethoxy]methyl}-1H-pyrrolo[2,3-b]pyridin-5-yl)propan-1-one). Isolated yield 53.0%. As a reaction SMILES: [Cl:1][C:2]1[C:7]([CH:8]([OH:11])[CH2:9][CH3:10])=[CH:6][N:5]=[C:4]2[N:12]([CH2:15][O:16][CH2:17][CH2:18][Si:19]([CH3:22])([CH3:21])[CH3:20])[CH:13]=[CH:14][C:3]=12>COCCOC.[O-2].[O-2].[Mn+4]>[Cl:1][C:2]1[C:7]([C:8](=[O:11])[CH2:9][CH3:10])=[CH:6][N:5]=[C:4]2[N:12]([CH2:15][O:16][CH2:17][CH2:18][Si:19]([CH3:21])([CH3:20])[CH3:22])[CH:13]=[CH:14][C:3]=12 |f:2.3.4|. Reported procedure: 1-(4-Chloro-1-{[2-(trimethylsilyl)ethoxy]methyl}-1H-pyrrolo[2,3-b]pyridin-5-yl)propan-1-ol (75.6 mg, 0.222 mmol) in 1,2-dimethoxyethane (5 mL) was vigorously stirred with manganese dioxide (450 mg, 5.17 mmol) at 60° C. for 3 hours and then at 80° C. for 3 hours. The reaction mixture was filtered, the solid was washed with chloroform, and the filtrate and the washings were concentrated under reduced pressure. The residue was purified by silica gel column chromatography (hexane/ethyl acetate=10/1→... Reaction conditions: time 10 hour. The product is FC1=C(C=CC=C1)NC(NC1=C(C=C(C=C1)CC(=O)CNCC(C)(OC1=CC=C(C(=O)OC)C=C1)C)OC)=O (methyl 4-[[1-[4-[N′-(2-fluorophenyl)ureido]-3-methoxyphenylacetyl]methylamino]-2-methyl-2-propoxy]benzoate). Starting materials: CNCC(C)(OC1=CC=C(C(=O)OC)C=C1)C (methyl 4-(1-methylamino-2-methyl-2-propoxy)benzoate), FC1=C(C=CC=C1)NC(NC1=C(C=C(C=C1)CC(=O)O)OC)=O (4-[N′-(2-fluorophenyl)ureido]-3-methoxyphenylacetic acid), O (water), C(CCl)Cl (EDC). Yield: 44.3%. Reagents/catalysts: CN(C)C=1C=CN=CC1 (4-DMAP). Procedure details: To a stirred mixture of methyl 4-(1-methylamino-2-methyl-2-propoxy)benzoate (200 mg, 0.84 mmol), 4-[N′-(2-fluorophenyl)ureido]-3-methoxyphenylacetic acid (268 mg, 0.84 mmol), 4-DMAP (125 mg, 1.0 mmol) in DMF (5 mL) was added EDC (220 mg, 1.14 mmol) at ambient temp. The resulting mixture was stirred for a further 10 hr at ambient temp. The mixture was poured into water, and extracted with EtOAc. The extract was washed with brine, dried over Na2SO4, and evaporated. The residual gum was triturated ... Solvent: CN(C)C=O (DMF). As a reaction SMILES: [CH3:1][NH:2][CH2:3][C:4]([CH3:17])([O:6][C:7]1[CH:16]=[CH:15][C:10]([C:11]([O:13][CH3:14])=[O:12])=[CH:9][CH:8]=1)[CH3:5].[F:18][C:19]1[CH:24]=[CH:23][CH:22]=[CH:21][C:20]=1[NH:25][C:26](=[O:40])[NH:27][C:28]1[CH:33]=[CH:32][C:31]([CH2:34][C:35](O)=[O:36])=[CH:30][C:29]=1[O:38][CH3:39].C(Cl)CCl.O>CN(C1C=CN=CC=1)C.CN(C=O)C>[F:18][C:19]1[CH:24]=[CH:23][CH:22]=[CH:21][C:20]=1[NH:25][C:26](=[O:40])[NH:27][C:28]1[CH:33]=[CH:32][C:31]([CH2:34][C:35]([CH2:1][NH:2][CH2:3][C:4]([CH3:17])([O:6][C:7]2[CH:16]=[CH:15][C:10]([C:11]([O:13][CH3:14])=[O:12])=[CH:9][CH:8]=2)[CH3:5])=[O:36])=[CH:30][C:29]=1[O:38][CH3:39].